This data is from the Open Reaction Database (ORD), a public repository of structured organic reaction records. The task is: describe an organic reaction: reactants, conditions, products, and yield The reactants are C(C)N(CCCNC(CN1N=CC(=C1C1=CC=CC=C1)C1=CC=C(C=C1)[N+](=O)[O-])=O)CC (N-[3-(Diethylamino)propyl]-4-(4-nitrophenyl)-5-phenyl-1H-pyrazole-1-acetamide), C(=O)[O-].[NH4+] (ammonium formate). Reagents/catalysts: [Pd] (palladium on charcoal). Run in CO (methanol). Yields the product NC1=CC=C(C=C1)C=1C=NN(C1C1=CC=CC=C1)CC(=O)NCCCN(CC)CC (4-(4-Aminophenyl)-N-[3-(diethylamino)propyl]-5-phenyl-1H-pyrazole-1-acetamide). Isolated yield 95.9%. As a reaction SMILES: [CH2:1]([N:3]([CH2:31][CH3:32])[CH2:4][CH2:5][CH2:6][NH:7][C:8](=[O:30])[CH2:9][N:10]1[C:14]([C:15]2[CH:20]=[CH:19][CH:18]=[CH:17][CH:16]=2)=[C:13]([C:21]2[CH:26]=[CH:25][C:24]([N+:27]([O-])=O)=[CH:23][CH:22]=2)[CH:12]=[N:11]1)[CH3:2].C([O-])=O.[NH4+]>CO.[Pd]>[NH2:27][C:24]1[CH:25]=[CH:26][C:21]([C:13]2[CH:12]=[N:11][N:10]([CH2:9][C:8]([NH:7][CH2:6][CH2:5][CH2:4][N:3]([CH2:1][CH3:2])[CH2:31][CH3:32])=[O:30])[C:14]=2[C:15]2[CH:20]=[CH:19][CH:18]=[CH:17][CH:16]=2)=[CH:22][CH:23]=1 |f:1.2|. Procedure details: A solution of 43.7 g (0.1 mol) of N-[3-(diethylamino)propyl]-4-(4-nitrophenyl)-5-phenyl-1H-pyrazole-1-acetamide of example 45 in 200 mL of methanol was refluxed for 2 hr with 4 g of 10% palladium on charcoal and 30 g of ammonium formate. The catalyst was filtered off and the filtrate was stripped. The residue was distributed between aqueous NaOH and 1:1 THF-ether. The ether layer was dried over magnesium sulfate, stripped and recrystallized from methyl t-butyl ether to yield 38.9 g of product, m... Reactants: CC(C)(C)OC(=O)N1CCC(CN)CC1, CC(=O)O[BH-](OC(C)=O)OC(C)=O, O=C([O-])[O-], CO, CN(C)C=O, O=Cc1ccccc1Cl, CC(Cl)Cl, ClCCl, [K+], [K+], [Na+]. Yields the product CC(C)(C)OC(=O)N1CCC(CNCc2ccccc2Cl)CC1. RXN SMILES: [C:1](=[O:2])([O:3][C:4]([CH3:5])([CH3:6])[CH3:7])[N:8]1[CH2:9][CH2:10][CH:11]([CH2:14][NH2:15])[CH2:12][CH2:13]1.[C:25]([O:26][BH-:27]([O:28][C:29](=[O:30])[CH3:31])[O:32][C:33](=[O:34])[CH3:35])(=[O:36])[CH3:37].[C:43](=[O:44])([O-:45])[O-:46].[CH3:49][OH:50].[CH3:54][N:55]([CH3:56])[CH:57]=[O:58].[Cl:16][c:17]1[c:18]([CH:19]=[O:20])[cH:21][cH:22][cH:23][cH:24]1.[Cl:39][CH:40]([Cl:41])[CH3:42].[Cl:51][CH2:52][Cl:53].[K+:47].[K+:48].[Na+:38]>>[C:1](=[O:2])([O:3][C:4]([CH3:5])([CH3:6])[CH3:7])[N:8]1[CH2:9][CH2:10][CH:11]([CH2:14][NH:15][CH2:19][c:18]2[c:17]([Cl:16])[cH:24][cH:23][cH:22][cH:21]2)[CH2:12][CH2:13]1. Starting materials: [Na].S(=O)(=O)(O)C(C(=O)NC1[C@@H]2N(C=C(CS2)C[N+]2=CC=C(C=C2)C(=O)[O-])C1=O)C1=CC=CC=C1 (N-[7-(α-sulfophenylacetamido)ceph-3-em-3-ylmethyl]-pyridinium-4-carboxylate sodium salt). Run in O (water). Product: S(=O)(=O)(O)C(C(=O)NC1[C@@H]2N(C=C(CS2)C[N+]2=CC=C(C=C2)C(=O)[O-])C1=O)C1=CC=CC=C1 (N-[7-(α-sulfophenylacetamido)-ceph-3-em-3-ylmethyl]pyridinium-4-carboxylate). Reaction SMILES: [Na].[S:2]([CH:6]([C:29]1[CH:34]=[CH:33][CH:32]=[CH:31][CH:30]=1)[C:7]([NH:9][CH:10]1[C:27](=[O:28])[N:12]2[CH:13]=[C:14]([CH2:17][N+:18]3[CH:23]=[CH:22][C:21]([C:24]([O-:26])=[O:25])=[CH:20][CH:19]=3)[CH2:15][S:16][C@H:11]12)=[O:8])([OH:5])(=[O:4])=[O:3]>O>[S:2]([CH:6]([C:29]1[CH:34]=[CH:33][CH:32]=[CH:31][CH:30]=1)[C:7]([NH:9][CH:10]1[C:27](=[O:28])[N:12]2[CH:13]=[C:14]([CH2:17][N+:18]3[CH:23]=[CH:22][C:21]([C:24]([O-:26])=[O:25])=[CH:20][CH:19]=3)[CH2:15][S:16][C@H:11]12)=[O:8])([OH:5])(=[O:4])=[O:3] |f:0.1,^1:0|. Reported procedure: In 10 ml. of distilled water is dissolved 1.0 g. of N-[7-(α-sulfophenylacetamido)ceph-3-em-3-ylmethyl]-pyridinium-4-carboxylate sodium salt and the solution is passed over an ion exchange resin (Amberlite IR-120 of Rohm and Haas Co., U.S.A.) to obtain an aqueous solution of free acid N-[7-(α-sulfophenylacetamido)-ceph-3-em-3-ylmethyl]pyridinium-4-carboxylate. Reactants: CC(C)(C#N)c1ccc(-c2cc(C(N)=O)c(Nc3ccnc(OCC[Si](C)(C)C)n3)s2)cc1, ClCCl, O=C(O)C(F)(F)F, [Na+], O=C([O-])O. Product: CC(C)(C#N)c1ccc(-c2cc(C(N)=O)c(Nc3cc[nH]c(=O)n3)s2)cc1. As a reaction SMILES: [C:1](#[N:2])[C:3]([CH3:4])([CH3:5])[c:6]1[cH:7][cH:8][c:9](-[c:12]2[cH:13][c:14]([C:31](=[O:32])[NH2:33])[c:15]([NH:17][c:18]3[n:19][c:20]([O:24][CH2:25][CH2:26][Si:27]([CH3:28])([CH3:29])[CH3:30])[n:21][cH:22][cH:23]3)[s:16]2)[cH:10][cH:11]1.[Cl:39][CH2:40][Cl:41].[F:42][C:43]([F:44])([F:45])[C:46]([OH:47])=[O:48].[Na+:38].[O-:34][C:35]([OH:36])=[O:37]>>[C:1](#[N:2])[C:3]([CH3:4])([CH3:5])[c:6]1[cH:7][cH:8][c:9](-[c:12]2[cH:13][c:14]([C:31](=[O:32])[NH2:33])[c:15]([NH:17][c:18]3[n:19][c:20](=[O:24])[nH:21][cH:22][cH:23]3)[s:16]2)[cH:10][cH:11]1. Starting materials: Cl (hydrochloric acid), COC1=CC=C(C=C1)C=1C(=NC(NC1)=O)C (5-(4-methoxyphenyl)-4-methyl-2-(1H)-pyrimidinone), CCOCC (ether). Solvent: CO (methanol). Product: Cl.COC1=CC=C(C=C1)C=1C(=NC(NC1)=O)C (5-(4-methoxyphenyl)-4-methyl-2-(1H)-pyrimidinone hydrochloride). Reaction SMILES: [CH3:1][O:2][C:3]1[CH:8]=[CH:7][C:6]([C:9]2[C:10]([CH3:16])=[N:11][C:12](=[O:15])[NH:13][CH:14]=2)=[CH:5][CH:4]=1.[ClH:17].CCOCC>CO>[ClH:17].[CH3:1][O:2][C:3]1[CH:4]=[CH:5][C:6]([C:9]2[C:10]([CH3:16])=[N:11][C:12](=[O:15])[NH:13][CH:14]=2)=[CH:7][CH:8]=1 |f:4.5|. Reported procedure: 3.5 g of 5-(4-methoxyphenyl)-4-methyl-2-(1H)-pyrimidinone are dissolved in methanol, the solution is acidified with ethereal hydrochloric acid (pH 2-3), and ether is added to incipient opalescence. The solution is cooled and the crystals are filtered off with suction. After drying, 3.3 g of 5-(4-methoxyphenyl)-4-methyl-2-(1H)-pyrimidinone hydrochloride are obtained. Melting point 265° C. (decomposition).